This data is from the Open Reaction Database (ORD), a public repository of structured organic reaction records. The task is: describe an organic reaction: reactants, conditions, products, and yield The reactants are C(CCC)C(O)C1CCC(CC1C)C (alpha-n-butyl-4,6-dimethyl-3-cyclohexane methanol), S(O)(O)(=O)=O (sulfuric acid), C(C)(C)O (isopropyl alcohol). The solvent is O (H2O), C1(=CC=CC=C1)C (toluene), O (water). Yields the product C(CCC)C1OC2(CC(C1CC2)C)C (3-n-butyl-1,5-dimethyl-2-oxabicyclo[2.2.2]octane). Isolated yield 70.9%. Reaction SMILES: [CH2:1]([CH:5]([CH:7]1[CH:12]([CH3:13])[CH2:11][CH:10]([CH3:14])[CH2:9][CH2:8]1)[OH:6])[CH2:2][CH2:3][CH3:4].S(=O)(=O)(O)O.C(O)(C)C>O.C1(C)C=CC=CC=1>[CH2:1]([CH:5]1[CH:7]2[CH2:8][CH2:9][C:10]([CH3:14])([CH2:11][CH:12]2[CH3:13])[O:6]1)[CH2:2][CH2:3][CH3:4]. Procedure details: A solution of 500 grams of alpha-n-butyl-4,6-dimethyl-3-cyclohexane methanol, 600 grams of sulfuric acid, 1400 grams of water and 500 grams of isopropyl alcohol is heated at reflux for 14 hours. The reaction mass is cooled, diluted with 1500 ml of H2O and 200 ml of toluene. The aqueous layer is discarded and the organic layer is washed twice with water, neutralizing with aqueous sodium hydroxide on the second wash. Distillation through a 1.5"×12" Goodloe column affords 351 grams of 3-n-butyl-1,5...